From a dataset of the Open Reaction Database (ORD), a public repository of structured organic reaction records. describe an organic reaction: reactants, conditions, products, and yield The reactants are FC(F)(F)SC1=C(C=CC=C1)I ((trifluoromethyl)(2-iodophenyl)sulfide), C1(=CC=CC=C1)C#C (phenylacetylene). The reagents and catalysts are [Cu](I)I (copper iodide). Run in C(C)N(CC)CC (triethylamine), C(C)N(CC)CC (triethylamine). Reaction conditions: time 8 hour. Yields the product FC(F)(F)SC1=C(C=CC=C1)C#CC1=CC=CC=C1 ((trifluoromethyl)-(2-(2-phenylethynyl)phenyl)sulfide). The yield is 94.6%. Reaction SMILES: [F:1][C:2]([S:5][C:6]1[CH:11]=[CH:10][CH:9]=[CH:8][C:7]=1I)([F:4])[F:3].[C:13]1([C:19]#[CH:20])[CH:18]=[CH:17][CH:16]=[CH:15][CH:14]=1>C(N(CC)CC)C.[Cu](I)I>[F:1][C:2]([S:5][C:6]1[CH:11]=[CH:10][CH:9]=[CH:8][C:7]=1[C:20]#[C:19][C:13]1[CH:18]=[CH:17][CH:16]=[CH:15][CH:14]=1)([F:4])[F:3]. Procedure details: A suspension of PdCl2PPH3 (0.027 g, 0.063 mmol) and copper iodide (0.0035 g, 0.018 mmol) in 3 ml of triethylamine was charged into a 50-ml eggplant flask equipped with a stirrer. To this suspension, a solution of (trifluoromethyl)(2-iodophenyl)sulfide (0.57 g, 1.9 mmol) prepared in Example 1 and phenylacetylene (0.23 g, 2.2 mmol) in 2 ml of triethylamine was added dropwise at room temperature, and the mixture was stirred overnight. After completion of the reaction, a solvent was removed, water w... Reactants: O (water), FC1=CC=C2C(=NN(C2=C1)S(=O)(=O)C1=CC=CC=C1)N1CCN(CC1)C (6-fluoro-1-phenylsulfonyl-3-(4-methyl-1-piperazinyl)-1H-indazole), C(=O)([O-])[O-].[K+].[K+] (K2CO3), BrC#N (BrCN). The solvent is CS(=O)C (dimethyl sulfoxide), CS(=O)C (DMSO). Conditions: time 2 hour. Product: FC1=CC=C2C(=NN(C2=C1)S(=O)(=O)C1=CC=CC=C1)N1CCN(CC1)C#N (4-(6-fluoro-1-phenylsulfonyl-1H-indazol-3-yl)-1-piperazine carbonitrile). The yield is 6.9%. Reaction SMILES: [F:1][C:2]1[CH:10]=[C:9]2[C:5]([C:6]([N:20]3[CH2:25][CH2:24][N:23]([CH3:26])[CH2:22][CH2:21]3)=[N:7][N:8]2[S:11]([C:14]2[CH:19]=[CH:18][CH:17]=[CH:16][CH:15]=2)(=[O:13])=[O:12])=[CH:4][CH:3]=1.C([O-])([O-])=O.[K+].[K+].BrC#[N:35].O>CS(C)=O>[F:1][C:2]1[CH:10]=[C:9]2[C:5]([C:6]([N:20]3[CH2:21][CH2:22][N:23]([C:26]#[N:35])[CH2:24][CH2:25]3)=[N:7][N:8]2[S:11]([C:14]2[CH:15]=[CH:16][CH:17]=[CH:18][CH:19]=2)(=[O:13])=[O:12])=[CH:4][CH:3]=1 |f:1.2.3|. Procedure: To a stirred mixture, under N2 of 6-fluoro-1-phenylsulfonyl-3-(4-methyl-1-piperazinyl)-1H-indazole (30.0 g, 0.86 mol) of Example 31c, K2CO3 (4.7 g, 0.086 mol) and dimethyl sulfoxide (DMSO) [250 ml] was added, dropwise, BrCN (9.1 g, 0.086 mol) dissolved in DMSO (50 ml). The reaction was stirred at ambient temperature for 2 hours and water was added. The resultant solid was collected and taken up in CH2Cl2, and after washing the organic layer with H2O, drying (K2CO3) and concentrating there remain... Reactants: O (water), B(F)(F)F.CCOCC (BF3.Et2O), C(C)[SiH](CC)CC (triethylsilane), OC(C#CC1=CC=C(C(=O)O)C=C1)C1=CC=2C(CCC(C2C=C1)(C)C)(C)C (4-[3-hydroxy-3-(5,6,7,8-tetrahydro-5,5,8,8-tetramethyl-2-naphthyl)-1-propynyl]benzoic acid). Solvent: ClCCl (dichloromethane), ClCCl (dichloromethane). Run at time 30 minute. Yields the product CC1(C=2C=CC(=CC2C(CC1)(C)C)CC#CC1=CC=C(C(=O)O)C=C1)C (4-[3-(5,6,7,8-Tetrahydro-5,5,8,8-tetramethyl-2-naphthyl)-1-propynyl]benzoic acid). As a reaction SMILES: B(F)(F)F.CCOCC.C([SiH](CC)CC)C.O[CH:18]([C:30]1[CH:39]=[CH:38][C:37]2[C:36]([CH3:41])([CH3:40])[CH2:35][CH2:34][C:33]([CH3:43])([CH3:42])[C:32]=2[CH:31]=1)[C:19]#[C:20][C:21]1[CH:29]=[CH:28][C:24]([C:25]([OH:27])=[O:26])=[CH:23][CH:22]=1.O>ClCCl>[CH3:40][C:36]1([CH3:41])[CH2:35][CH2:34][C:33]([CH3:42])([CH3:43])[C:32]2[CH:31]=[C:30]([CH2:18][C:19]#[C:20][C:21]3[CH:29]=[CH:28][C:24]([C:25]([OH:27])=[O:26])=[CH:23][CH:22]=3)[CH:39]=[CH:38][C:37]1=2 |f:0.1|. Procedure: 2.1 ml (8.1 mmol) of BF3.Et2O (48%) and 50 ml of dichloromethane are introduced into a three-necked flask under a stream of nitrogen. 2.6 ml (16.2 mmol) of triethylsilane are added at −20° C., followed by a solution of 1 g (2.7 mmol) of 4-[3-hydroxy-3-(5,6,7,8-tetrahydro-5,5,8,8-tetramethyl-2-naphthyl)-1-propynyl]benzoic acid in 30 ml of dichloromethane and the mixture is stirred at room temperature for 30 minutes. The reaction medium is poured into water and extracted with ethyl ether, and the ...